Dataset: the Open Reaction Database (ORD), a public repository of structured organic reaction records. Task: describe an organic reaction: reactants, conditions, products, and yield The reactants are [N+](=O)([O-])C=1C=CC2=C(C(=NO2)O)C1 (5-nitro-1,2-benzisoxazol-3-ol), P(=O)(Cl)(Cl)Cl (phosphorus oxychloride). Reaction conditions: temperature 152.5 celsius. Product: methylene chloride hexanes, ClC1=NOC2=C1C=C(C=C2)[N+](=O)[O-] (3-Chloro-5-nitro-1,2-benzisoxazole). RXN SMILES: [N+:1]([C:4]1[CH:5]=[CH:6][C:7]2[O:11][N:10]=[C:9](O)[C:8]=2[CH:13]=1)([O-:3])=[O:2].P(Cl)(Cl)([Cl:16])=O>>[Cl:16][C:9]1[C:8]2[CH:13]=[C:4]([N+:1]([O-:3])=[O:2])[CH:5]=[CH:6][C:7]=2[O:11][N:10]=1. Reported procedure: A mixture of 5-nitro-1,2-benzisoxazol-3-ol (4.00 g, 0.0220 mol) and phosphorus oxychloride (40.0 mL, 65.8 g, 0.429 mol) is placed in a glass bomb, heated at 150-155° C. for two hours, cooled overnight, concentrated in vacuo, diluted with methylene chloride, and brought to about pH 8 with sodium hydrogen carbonate solution. The phases are separated. The organic phase is washed sequentially with water and brine, dried over anhydrous magnesium sulfate, and concentrated in vacuo to obtain a residue.... Starting materials: I, COc1cc(C(=O)O)c(N)cc1C. Yields the product Cc1cc(N)c(C(=O)O)cc1O. RXN SMILES: [IH:14].[NH2:1][c:2]1[c:3]([C:4](=[O:5])[OH:6])[cH:7][c:8]([O:12][CH3:13])[c:9]([CH3:11])[cH:10]1>>[NH2:1][c:2]1[c:3]([C:4](=[O:5])[OH:6])[cH:7][c:8]([OH:12])[c:9]([CH3:11])[cH:10]1. Starting materials: 4A, FC1=C2C(C(NC2=C(C=C1)C)=O)=O (4-fluoro-7-methyl-1H-indole-2,3-dione), ClC1=C2C(C(NC2=CC=C1)=O)=O (4-chloro-1H-indole-2,3-dione). The product is C1(=CC=CC=C1)C(N1C(C(C2=C(C=CC(=C12)C)F)=O)=O)C1=CC=CC=C1 (1-(diphenylmethyl)-4-fluoro-7-methyl-1H-indole-2,3-dione). As a reaction SMILES: [F:1][C:2]1[CH:10]=[CH:9][C:8]([CH3:11])=[C:7]2[C:3]=1[C:4](=[O:13])[C:5](=[O:12])[NH:6]2.Cl[C:15]1[CH:23]=[CH:22][CH:21]=[C:20]2[C:16]=1[C:17](=O)[C:18](=O)N2>>[C:16]1([CH:17]([C:18]2[CH:9]=[CH:10][CH:2]=[CH:3][CH:4]=2)[N:6]2[C:7]3[C:3](=[C:2]([F:1])[CH:10]=[CH:9][C:8]=3[CH3:11])[C:4](=[O:13])[C:5]2=[O:12])[CH:20]=[CH:21][CH:22]=[CH:23][CH:15]=1. Procedure: Following the procedure as described in PREPARATION 4A, and making non-critical variations using 4-fluoro-7-methyl-1H-indole-2,3-dione (Cassebaum, J. Prakt. Chem. (1960) 12:91-92) to replace 4-chloro-1H-indole-2,3-dione, 1-(diphenylmethyl)-4-fluoro-7-methyl-1H-indole-2,3-dione was obtained (45%) as a brown solid: 1H NMR (300 MHz, CDCl3) δ7.38-7.27 (m, 11H), 6.81 (s, 1H), 6.71 (dd, J=8.3, 8.3 Hz, 1H), 2.27 (s, 3H); MS (ES+) m/z 367.7 (M+23). The reactants are CCOC(OCC)OCC, CC(=O)OC(C)=O, CCO, CCOC(C)=O, CCOC(=O)CC(=O)c1cc(I)cc(F)c1F, O. The product is CCOC=C(C(=O)OCC)C(=O)c1cc(I)cc(F)c1F. Reaction SMILES: [CH2:19]([CH3:20])[O:21][CH:22]([O:23][CH2:24][CH3:25])[O:26][CH2:27][CH3:28].[CH3:29][C:30]([O:31][C:32](=[O:33])[CH3:34])=[O:35].[CH3:36][CH2:37][OH:38].[CH3:39][CH2:40][O:41][C:42](=[O:43])[CH3:44].[F:2][c:3]1[c:4]([C:11]([CH2:12][C:13](=[O:14])[O:15][CH2:16][CH3:17])=[O:18])[cH:5][c:6]([I:10])[cH:7][c:8]1[F:9].[OH2:1]>>[F:2][c:3]1[c:4]([C:11]([C:12]([C:13](=[O:14])[O:15][CH2:16][CH3:17])=[CH:22][O:21][CH2:19][CH3:20])=[O:18])[cH:5][c:6]([I:10])[cH:7][c:8]1[F:9].